This data is from the Open Reaction Database (ORD), a public repository of structured organic reaction records. The task is: describe an organic reaction: reactants, conditions, products, and yield Procedure: By using 1-(trifluoromethyl)-1-cyclobutane carboxylic acid (300 mg), and methyl 3-(4-{5-[amino(imino)methyl]pyridin-2-yl}phenoxy)-2,2-dimethylpropanoate acetate (415 mg), the procedure was carried out in the same manner as in Example 2-1) to obtain methyl 2,2-dimethyl-3-[4-(5-{5-[1-(trifluoromethyl)cyclobutyl]-1H-imidazol-2-yl}pyridin-2-yl)phenoxy)propanoate (369 mg). Product: CC(C(=O)OC)(COC1=CC=C(C=C1)C1=NC=C(C=C1)C=1NC(=CN1)C1(CCC1)C(F)(F)F)C (methyl 2,2-dimethyl-3-[4-(5-{5-[1-(trifluoromethyl)cyclobutyl]-1H-imidazol-2-yl}pyridin-2-yl)phenoxy)propanoate). RXN SMILES: [F:1][C:2]([F:11])([F:10])[C:3]1([C:7](O)=O)[CH2:6][CH2:5][CH2:4]1.[C:12](O)(=O)C.[NH2:16][C:17](=[NH:39])[C:18]1[CH:19]=[CH:20][C:21]([C:24]2[CH:38]=[CH:37][C:27]([O:28][CH2:29][C:30]([CH3:36])([CH3:35])[C:31]([O:33][CH3:34])=[O:32])=[CH:26][CH:25]=2)=[N:22][CH:23]=1>>[CH3:36][C:30]([CH3:35])([CH2:29][O:28][C:27]1[CH:26]=[CH:25][C:24]([C:21]2[CH:20]=[CH:19][C:18]([C:17]3[NH:16][C:7]([C:3]4([C:2]([F:11])([F:10])[F:1])[CH2:6][CH2:5][CH2:4]4)=[CH:12][N:39]=3)=[CH:23][N:22]=2)=[CH:38][CH:37]=1)[C:31]([O:33][CH3:34])=[O:32] |f:1.2|. Starting materials: FC(C1(CCC1)C(=O)O)(F)F (1-(trifluoromethyl)-1-cyclobutane carboxylic acid), C(C)(=O)O.NC(C=1C=CC(=NC1)C1=CC=C(OCC(C(=O)OC)(C)C)C=C1)=N (methyl 3-(4-{5-[amino(imino)methyl]pyridin-2-yl}phenoxy)-2,2-dimethylpropanoate acetate). Isolated yield 72.8%. Starting materials: CCOC(=O)c1ccc(CBr)cc1, O=C([O-])[O-], CC(C)=O, Cc1cnc(C(O)(C(C)c2ccc(O)cc2Cl)C(F)(F)F)cn1, [I-], [K+], [K+], [K+]. Product: CCOC(=O)c1ccc(COc2ccc(C(C)C(O)(c3cnc(C)cn3)C(F)(F)F)c(Cl)c2)cc1. Reaction SMILES: [Br:24][CH2:25][c:26]1[cH:27][cH:28][c:29]([C:30](=[O:31])[O:32][CH2:33][CH3:34])[cH:35][cH:36]1.[C:39](=[O:40])([O-:41])[O-:42].[CH3:45][C:46](=[O:47])[CH3:48].[Cl:1][c:2]1[cH:3][c:4]([OH:23])[cH:5][cH:6][c:7]1[CH:8]([C:9]([C:10]([F:11])([F:12])[F:13])([c:14]1[n:15][cH:16][c:17]([CH3:20])[n:18][cH:19]1)[OH:21])[CH3:22].[I-:38].[K+:37].[K+:43].[K+:44]>>[Cl:1][c:2]1[cH:3][c:4]([O:23][CH2:25][c:26]2[cH:27][cH:28][c:29]([C:30](=[O:31])[O:32][CH2:33][CH3:34])[cH:35][cH:36]2)[cH:5][cH:6][c:7]1[CH:8]([C:9]([C:10]([F:11])([F:12])[F:13])([c:14]1[n:15][cH:16][c:17]([CH3:20])[n:18][cH:19]1)[OH:21])[CH3:22]. Reactants: CC(=O)O, Cl, CC(C)OC(=O)c1ccc2c(c1)Cc1cccnc1O2. The product is O=C(O)c1ccc2c(c1)Cc1cccnc1O2. RXN SMILES: [CH3:22][C:23](=[O:24])[OH:25].[ClH:21].[n:1]1[c:2]2[c:3]([cH:4][cH:5][cH:6]1)[CH2:7][c:8]1[c:9]([cH:11][cH:12][c:13]([C:15](=[O:16])[O:17][CH:18]([CH3:19])[CH3:20])[cH:14]1)[O:10]2>>[n:1]1[c:2]2[c:3]([cH:4][cH:5][cH:6]1)[CH2:7][c:8]1[c:9]([cH:11][cH:12][c:13]([C:15](=[O:16])[OH:17])[cH:14]1)[O:10]2.